Dataset: the Open Reaction Database (ORD), a public repository of structured organic reaction records. Task: describe an organic reaction: reactants, conditions, products, and yield RXN SMILES: [CH3:39][CH2:40][O:41][C:42]([CH3:43])=[O:44].[NH2:1][c:2]1[n:3][cH:4][c:5](-[c:17]2[cH:18][cH:19][c:20]([CH2:23][CH2:24][CH2:25][N:26]([C:27](=[O:28])[O:29][C:30]([CH3:31])([CH3:32])[CH3:33])[CH2:34][CH2:35][CH2:36][O:37][CH3:38])[cH:21][cH:22]2)[n:6][c:7]1[C:8]([NH:9][c:10]1[cH:11][n:12][cH:13][cH:14][cH:15]1)=[O:16].[OH2:45]>>[NH2:1][c:2]1[n:3][cH:4][c:5](-[c:17]2[cH:18][cH:19][c:20]([CH2:23][CH2:24][CH2:25][NH:26][CH2:34][CH2:35][CH2:36][O:37][CH3:38])[cH:21][cH:22]2)[n:6][c:7]1[C:8]([NH:9][c:10]1[cH:11][n:12][cH:13][cH:14][cH:15]1)=[O:16]. Starting materials: CCOC(C)=O, COCCCN(CCCc1ccc(-c2cnc(N)c(C(=O)Nc3cccnc3)n2)cc1)C(=O)OC(C)(C)C, O. The product is COCCCNCCCc1ccc(-c2cnc(N)c(C(=O)Nc3cccnc3)n2)cc1. Starting materials: FC(C(C(C(F)(F)F)(F)F)(F)F)(S(=O)(=O)F)F (perfluorobutane-1-sulfonic acid fluoride), O[C@@H]1[C@@H]2[C@H]3CCC(C=C3CC[C@H]2[C@@H]2CCC([C@@]2(C)C1)=O)=O (11β-hydroxy-estr-4-ene-3,17-dione). Solvent: N12CCCCCC2=NCCC1 (1,8-diazabicyclo[5.4.0]undec-7-ene), C(C)(=O)OCC (ethyl acetate), C1(=CC=CC=C1)C (toluene). Reaction conditions: time 30 minute. Yields the product F[C@@H]1[C@@H]2[C@H]3CCC(C=C3CC[C@H]2[C@@H]2CCC([C@@]2(C)C1)=O)=O (11β-Fluoro-estr-4-ene-3,17-dione). Reaction SMILES: F[C:2]([F:17])(S(F)(=O)=O)[C:3](F)(F)[C:4](F)(F)[C:5](F)(F)F.O[C@H]1C[C@@]2(C)[C@@H:30]([CH2:31][CH2:32][C:33]2=[O:37])[C@H:29]2[C@H:20]1[C@@H:21]1[C:26]([CH2:27][CH2:28]2)=[CH:25][C:24](=[O:38])[CH2:23][CH2:22]1>C1(C)C=CC=CC=1.N12CCCN=C1CCCCC2.C(OCC)(=O)C>[F:17][C@H:2]1[CH2:3][C@@:4]2([CH3:5])[C@@H:30]([CH2:31][CH2:32][C:33]2=[O:37])[C@H:29]2[C@H:20]1[C@@H:21]1[C:26]([CH2:27][CH2:28]2)=[CH:25][C:24](=[O:38])[CH2:23][CH2:22]1. Reported procedure: 4.6 ml of perfluorobutane-1-sulfonic acid fluoride was added in drops at 0° C. to 5.0 g of 11β-hydroxy-estr-4-ene-3,17-dione (A) [J. de Flines et al., Recl. Trav. Chim. Pays-Bas, Vol. 82, pages 129 ff., (1963)) in 100 ml of toluene and 7.3 ml of 1,8-diazabicyclo[5.4.0]undec-7-ene. After 30 minutes, the solution was diluted with ethyl acetate, washed with saturated sodium chloride solution and dried. Then, it was concentrated by evaporation in a vacuum. After the crude product was chromatographed...